describe an organic reaction: reactants, conditions, products, and yield From a dataset of the Open Reaction Database (ORD), a public repository of structured organic reaction records. The reactants are CS(=O)(=O)Nc1cc(C(O)CN)ccc1O, O=C1CCN(c2ccc(CC3SC(=O)NC3=O)cc2)CC1. Product: CS(=O)(=O)Nc1cc(C(O)CNC2CCN(c3ccc(CC4SC(=O)NC4=O)cc3)CC2)ccc1O. As a reaction SMILES: [NH2:22][CH2:23][CH:24]([OH:25])[c:26]1[cH:27][cH:28][c:29]([OH:37])[c:30]([NH:32][S:33](=[O:34])(=[O:35])[CH3:36])[cH:31]1.[O:1]=[C:2]1[CH2:3][CH2:4][N:5]([c:8]2[cH:9][cH:10][c:11]([CH2:12][CH:13]3[C:14](=[O:19])[NH:15][C:16](=[O:18])[S:17]3)[cH:20][cH:21]2)[CH2:6][CH2:7]1>>[CH:2]1([NH:22][CH2:23][CH:24]([OH:25])[c:26]2[cH:27][cH:28][c:29]([OH:37])[c:30]([NH:32][S:33](=[O:34])(=[O:35])[CH3:36])[cH:31]2)[CH2:3][CH2:4][N:5]([c:8]2[cH:9][cH:10][c:11]([CH2:12][CH:13]3[C:14](=[O:19])[NH:15][C:16](=[O:18])[S:17]3)[cH:20][cH:21]2)[CH2:6][CH2:7]1.